From a dataset of the Open Reaction Database (ORD), a public repository of structured organic reaction records. describe an organic reaction: reactants, conditions, products, and yield The reactants are BrCC1CC1, COC(=O)c1ccc(O)cc1C(F)(F)F, CC(C)=O, [I-], [K+], [K+], [Na+], O=C([O-])[O-]. Product: COC(=O)c1ccc(OCC2CC2)cc1C(F)(F)F. RXN SMILES: [Br:24][CH2:25][CH:26]1[CH2:27][CH2:28]1.[CH3:1][O:2][C:3]([c:4]1[c:5]([C:11]([F:12])([F:13])[F:14])[cH:6][c:7]([OH:10])[cH:8][cH:9]1)=[O:15].[CH3:29][C:30](=[O:31])[CH3:32].[I-:16].[K+:18].[K+:19].[Na+:17].[O-:20][C:21]([O-:22])=[O:23]>>[CH3:1][O:2][C:3]([c:4]1[c:5]([C:11]([F:12])([F:13])[F:14])[cH:6][c:7]([O:10][CH2:25][CH:26]2[CH2:27][CH2:28]2)[cH:8][cH:9]1)=[O:15]. Product: COC(=O)C=1NC(C2=CC=C(C=C2C1C1=CC=CC=C1)Br)=O (6-bromo-1-oxo-4-phenyl-1,2-dihydroisoquinoline-3-carboxylic acid methyl ester). Reaction SMILES: [Br:1][C:2]1[CH:3]=[C:4]2[C:9](=[CH:10][CH:11]=1)[C:8](=[O:12])[NH:7][C:6]([C:13]([OH:15])=[O:14])=[C:5]2[C:16]1[CH:21]=[CH:20][CH:19]=[CH:18][CH:17]=1.S(=O)(=O)(O)O.[CH3:27]O>>[CH3:27][O:14][C:13]([C:6]1[NH:7][C:8](=[O:12])[C:9]2[C:4]([C:5]=1[C:16]1[CH:17]=[CH:18][CH:19]=[CH:20][CH:21]=1)=[CH:3][C:2]([Br:1])=[CH:11][CH:10]=2)=[O:15]. Reactants: BrC=1C=C2C(=C(NC(C2=CC1)=O)C(=O)O)C1=CC=CC=C1 (6-bromo-1-oxo-4-phenyl-1,2-dihydroisoquinoline-3-carboxylic acid), S(O)(O)(=O)=O (sulfuric acid), CO (methanol). Procedure details: To the obtained 6-bromo-1-oxo-4-phenyl-1,2-dihydroisoquinoline-3-carboxylic acid were added methanol (400 ml) solution and sulfuric acid (40 ml) and the mixture was refluxed for 20 hrs. The reaction mixture was concentrated, and the residue was neutralized with aqueous potassium carbonate solution and extracted with chloroform. The organic layer was washed with water and brine, dried over sodium sulfate and concentrated to give the title compound (6.51 g) as colorless crystals. Reactants: CCCCO, Cc1cccnc1CN, CCN(C(C)C)C(C)C, Fc1nc(Cl)c2[nH]cnc2n1. The product is Cc1cccnc1CNc1nc(F)nc2[nH]cnc12. Reaction SMILES: [CH2:30]([OH:31])[CH2:32][CH2:33][CH3:34].[CH3:21][c:22]1[c:23]([CH2:28][NH2:29])[n:24][cH:25][cH:26][cH:27]1.[CH:12]([N:13]([CH2:14][CH3:15])[CH:16]([CH3:17])[CH3:18])([CH3:19])[CH3:20].[Cl:1][c:2]1[c:3]2[nH:4][cH:5][n:6][c:7]2[n:8][c:9]([F:11])[n:10]1>>[c:2]1([NH:29][CH2:28][c:23]2[c:22]([CH3:21])[cH:27][cH:26][cH:25][n:24]2)[c:3]2[n:4][cH:5][nH:6][c:7]2[n:8][c:9]([F:11])[n:10]1. The reactants are C(C)(C)(C)OC(=O)C1=C(CS[C@H]2N1C([C@H]2NC(CC2=CC(NC=C2)=NO)=O)=O)COC(C)=O (t-butyl-3-acetoxymethyl-7β-(2-hydroxyiminopyrid-4-ylacetamido)-ceph-3-em-4-carboxylate), [N+](=[N-])=CC (diazoethane). Run in CCOCC (ether), O1CCCC1 (tetrahydrofuran). Product: C(C)(C)(C)OC(=O)C1=C(CS[C@H]2N1C([C@H]2NC(CC2=CC(NC=C2)=NOCC)=O)=O)COC(C)=O (t-Butyl-3-acetoxymethyl-7β-(2-ethoxyiminopyrid-4-ylacetamido)-ceph-3-em-4-carboxylate). As a reaction SMILES: [C:1]([O:5][C:6]([C:8]1[N:13]2[C:14](=[O:28])[C@@H:15]([NH:16][C:17](=[O:27])[CH2:18][C:19]3[CH:24]=[CH:23][NH:22][C:21](=[N:25][OH:26])[CH:20]=3)[C@H:12]2[S:11][CH2:10][C:9]=1[CH2:29][O:30][C:31](=[O:33])[CH3:32])=[O:7])([CH3:4])([CH3:3])[CH3:2].[N+](=[CH:36][CH3:37])=[N-]>O1CCCC1.CCOCC>[C:1]([O:5][C:6]([C:8]1[N:13]2[C:14](=[O:28])[C@@H:15]([NH:16][C:17](=[O:27])[CH2:18][C:19]3[CH:24]=[CH:23][NH:22][C:21](=[N:25][O:26][CH2:36][CH3:37])[CH:20]=3)[C@H:12]2[S:11][CH2:10][C:9]=1[CH2:29][O:30][C:31](=[O:33])[CH3:32])=[O:7])([CH3:4])([CH3:2])[CH3:3]. Procedure details: A solution of t-butyl-3-acetoxymethyl-7β-(2-hydroxyiminopyrid-4-ylacetamido)-ceph-3-em-4-carboxylate (syn-isomer) (1.15 g) in tetrahydrofuran (20 ml) was treated with an excess of diazoethane at 20° for 40 minutes. The mixture was diluted with ether, washed with water and extracted with 2 N-hydrochloric acid. The aqueous extract was neutralised with saturated sodium bicarbonate solution and extracted with ethyl acetate. Evaporation of the dried organic extract offered the title ester as a foam (... Reactants: COC(=O)C1CCC(=O)N1C(=O)OC(C)(C)C, [Li]CCCC, CCCCCC, CC(C)NC(C)C, CCC=O, [Cl-], [NH4+], C1CCOC1. Yields the product CCC(O)C1CC(C(=O)OC)N(C(=O)OC(C)(C)C)C1=O. Reaction SMILES: [C:19]([CH3:20])([CH3:21])([CH3:22])[O:23][C:24](=[O:25])[N:26]1[CH:27]([C:32](=[O:33])[O:34][CH3:35])[CH2:28][CH2:29][C:30]1=[O:31].[CH2:14]([Li:15])[CH2:16][CH2:17][CH3:18].[CH3:8][CH2:9][CH2:10][CH2:11][CH2:12][CH3:13].[CH:1]([NH:2][CH:3]([CH3:4])[CH3:5])([CH3:6])[CH3:7].[CH:36]([CH2:37][CH3:38])=[O:39].[Cl-:40].[NH4+:41].[O:42]1[CH2:43][CH2:44][CH2:45][CH2:46]1>>[C:19]([CH3:20])([CH3:21])([CH3:22])[O:23][C:24](=[O:25])[N:26]1[CH:27]([C:32](=[O:33])[O:34][CH3:35])[CH2:28][CH:29]([CH:36]([CH2:37][CH3:38])[OH:39])[C:30]1=[O:31]. Reactants: COC(C(N1CCNCC1)C1=CC=CC=C1)=O (phenyl-piperazin-1-yl-acetic acid methyl ester), BrC1=C(C=C(C(=O)NC(CC)CC)C=C1)F (4-bromo-N-(1-ethyl-propyl)-3-fluoro-benzamide), CC(C)C1=CC(=C(C(=C1)C(C)C)C2=C(C=CC=C2)P(C3CCCCC3)C4CCCCC4)C(C)C (X-Phos), CC(C)(C)[O-].[Na+] (NaOtBu). The reagents and catalysts are C=1C=CC(=CC1)/C=C/C(=O)/C=C/C2=CC=CC=C2.C=1C=CC(=CC1)/C=C/C(=O)/C=C/C2=CC=CC=C2.C=1C=CC(=CC1)/C=C/C(=O)/C=C/C2=CC=CC=C2.[Pd].[Pd] (Pd2(dba)3). Run in C1(=CC=CC=C1)C (toluene). Reaction conditions: temperature 100 celsius. The product is COC(C(C1=CC=CC=C1)N1CCN(CC1)C1=C(C=C(C=C1)C(NC(CC)CC)=O)F)=O ({4-[4-(1-Ethyl-propylcarbamoyl)-2-fluoro-phenyl]-piperazin-1-yl}-phenyl-acetic acid methyl ester). The yield is 5.1%. As a reaction SMILES: [CH3:1][O:2][C:3](=[O:17])[CH:4]([C:11]1[CH:16]=[CH:15][CH:14]=[CH:13][CH:12]=1)[N:5]1[CH2:10][CH2:9][NH:8][CH2:7][CH2:6]1.Br[C:19]1[CH:32]=[CH:31][C:22]([C:23]([NH:25][CH:26]([CH2:29][CH3:30])[CH2:27][CH3:28])=[O:24])=[CH:21][C:20]=1[F:33].CC(C1C=C(C(C)C)C(C2C=CC=CC=2P(C2CCCCC2)C2CCCCC2)=C(C(C)C)C=1)C.CC([O-])(C)C.[Na+]>C1(C)C=CC=CC=1.C1C=CC(/C=C/C(/C=C/C2C=CC=CC=2)=O)=CC=1.C1C=CC(/C=C/C(/C=C/C2C=CC=CC=2)=O)=CC=1.C1C=CC(/C=C/C(/C=C/C2C=CC=CC=2)=O)=CC=1.[Pd].[Pd]>[CH3:1][O:2][C:3](=[O:17])[CH:4]([N:5]1[CH2:6][CH2:7][N:8]([C:19]2[CH:32]=[CH:31][C:22]([C:23](=[O:24])[NH:25][CH:26]([CH2:27][CH3:28])[CH2:29][CH3:30])=[CH:21][C:20]=2[F:33])[CH2:9][CH2:10]1)[C:11]1[CH:16]=[CH:15][CH:14]=[CH:13][CH:12]=1 |f:3.4,6.7.8.9.10|. Procedure details: A mixture of phenyl-piperazin-1-yl-acetic acid methyl ester (80 mg, 0.4 mmol), 4-bromo-N-(1-ethyl-propyl)-3-fluoro-benzamide (prepared as described in Example 113, Step A; 150 mg, 0.5 mmol), Pd2(dba)3 (6 mg, 0.007 mmol), X-Phos (3 mg, 0.007 mmol), and NaOtBu (67 mg, 0.9 mmol) in toluene (5 mL) was heated at 100° C. for 18 h. The solids were removed by filtration and the filtrate was concentrated to give an oil, which was purified by PTLC to give a beige solid (9 mg, 6%). MS (ESI): mass calcd. fo...